From a dataset of the Open Reaction Database (ORD), a public repository of structured organic reaction records. describe an organic reaction: reactants, conditions, products, and yield Reactants: ClC1=NC(=NC=C1C#N)C1=CC=C(C=C1)OCCCCCCC (4-chloro-5-cyano-2-(4n-heptyloxyphenyl)-pyrimidine). Reagents/catalysts: [Zn] (zinc). The solvent is O1CCOCC1 (dioxane). Product: C(#N)C=1C=NC(=NC1)C1=CC=C(C=C1)OCCCCCCC (5-cyano-2-(4-n-heptyloxyphenyl)-pyrimidine). Reaction SMILES: Cl[C:2]1[C:7]([C:8]#[N:9])=[CH:6][N:5]=[C:4]([C:10]2[CH:15]=[CH:14][C:13]([O:16][CH2:17][CH2:18][CH2:19][CH2:20][CH2:21][CH2:22][CH3:23])=[CH:12][CH:11]=2)[N:3]=1>[Zn].O1CCOCC1>[C:8]([C:7]1[CH:6]=[N:5][C:4]([C:10]2[CH:15]=[CH:14][C:13]([O:16][CH2:17][CH2:18][CH2:19][CH2:20][CH2:21][CH2:22][CH3:23])=[CH:12][CH:11]=2)=[N:3][CH:2]=1)#[N:9]. Procedure details: 6.3 G. of 4-chloro-5-cyano-2-(4n-heptyloxyphenyl)-pyrimidine are reacted in 275 ml. of 50% dioxane with 23.9 g. of pre-treated zinc dust and worked up after the reaction in a manner analogous to that described in Example 13. There is obtained 5-cyano-2-(4-n-heptyloxyphenyl)-pyrimidine as colorless crystals having a melting point of 102.4° C. (smectic); nematic at 126.9° C; clearing point at 129.5° C. Starting materials: Brc1cccnc1 (bromide 22), OCCCc1ccccc1 (alcohol S9). Reagents/catalysts: C1CCC2=NCCCN2CC1 (DBU 24), CS(=O)(=O)O[Pd]1(<-P(C2=CC=CC=C2)(C2=CC=CC=C2)C2=C(C3=C(P(C4=CC=CC=C4)C4=CC=CC=C4)C=CC4=C3C=CC=C4)C3=C(C=CC=C3)C=C2)<-NC2=C(C=CC=C2)C2=CC=CC=C21 (BINAP Pd G3 30). Solvent: CS(C)=O (DMSO), CS(C)=O (DMSO), CS(C)=O (DMSO), CS(C)=O (DMSO). Reaction conditions: time 22 hour. Product: c1ccc(CCCOc2cccnc2)cc1, Brc1cccnc1, OCCCc1ccccc1, c1ccc(-c2ccccc2)cc1 (biphenyl). Procedure details: The Mosquito was used to combine the source plate solutions by multi-aspiration of 250 nL of each of the four reaction components and then to dose the resulting reaction mixture (1 uL) into a 1536-well plate Reactants: C(C)OC(=O)N1CCN(CC1)C([C@H](CCC(=O)OC(C)(C)C)NC(=O)C1=NN(C(=C1)OCC(=O)OCC1=CC=CC=C1)C1=CC(=CC=C1)F)=O (4-((S)-2-{[5-Benzyloxycarbonylmethoxy-1-(3-fluoro-phenyl)-1H-pyrazole-3-carbonyl]-amino}-4-tert-butoxycarbonyl-butyryl)-piperazine-1-carboxylic acid ethyl ester). Solvent: C(C)(=O)OCC (ethyl acetate). Conditions: time 16 hour. The product is C(C)OC(=O)N1CCN(CC1)C([C@H](CCC(=O)OC(C)(C)C)NC(=O)C1=NN(C(=C1)OCC(=O)O)C1=CC(=CC=C1)F)=O (4-((S)-4-tert-Butoxycarbonyl-2-{[5-carboxymethoxy-1-(3-fluoro-phenyl)-1H-pyrazole-3-carbonyl]-amino}-butyryl)-piperazine-1-carboxylic acid ethyl ester). Reaction SMILES: [CH2:1]([O:3][C:4]([N:6]1[CH2:11][CH2:10][N:9]([C:12](=[O:50])[C@@H:13]([NH:23][C:24]([C:26]2[CH:30]=[C:29]([O:31][CH2:32][C:33]([O:35]CC3C=CC=CC=3)=[O:34])[N:28]([C:43]3[CH:48]=[CH:47][CH:46]=[C:45]([F:49])[CH:44]=3)[N:27]=2)=[O:25])[CH2:14][CH2:15][C:16]([O:18][C:19]([CH3:22])([CH3:21])[CH3:20])=[O:17])[CH2:8][CH2:7]1)=[O:5])[CH3:2]>C(OCC)(=O)C>[CH2:1]([O:3][C:4]([N:6]1[CH2:7][CH2:8][N:9]([C:12](=[O:50])[C@@H:13]([NH:23][C:24]([C:26]2[CH:30]=[C:29]([O:31][CH2:32][C:33]([OH:35])=[O:34])[N:28]([C:43]3[CH:48]=[CH:47][CH:46]=[C:45]([F:49])[CH:44]=3)[N:27]=2)=[O:25])[CH2:14][CH2:15][C:16]([O:18][C:19]([CH3:22])([CH3:21])[CH3:20])=[O:17])[CH2:10][CH2:11]1)=[O:5])[CH3:2]. Procedure details: To a solution of 3.100 g 4-((S)-2-{[5-Benzyloxycarbonylmethoxy-1-(3-fluoro-phenyl)-1H-pyrazole-3-carbonyl]-amino}-4-tert-butoxycarbonyl-butyryl)-piperazine-1-carboxylic acid ethyl ester in 20 ml ethyl acetate were added under argon 0.5 g Pd/C (10%) and the suspension was stirred under an atmosphere of hydrogen (3 bar) for 16 h. The suspension was filtered over a plug of Celite® and washed with ethyl acetate. The crude product obtained after evaporation of the solvent was dried under vacuo. Yield... The reactants are S(O)(O)(=O)=O (sulfuric acid), [N+](=O)(O)[O-] (nitric acid), COC=1C=C(C(C(=O)O)=CC1OC)C(=O)O (4,5-Dimethoxy-phthalic acid). The solvent is [Cl-].[Na+].O (brine), ice water. Reaction conditions: time 10 minute. Yields the product COC=1C(=C2C(OC(C2=CC1OC)=O)=O)[N+](=O)[O-] (5,6-Dimethoxy-4-nitro-isobenzofuran-1,3-dione). Reaction SMILES: [CH3:1][O:2][C:3]1[CH:4]=[C:5]([C:14]([OH:16])=[O:15])[C:6](=[CH:10][C:11]=1[O:12][CH3:13])[C:7]([OH:9])=O.S(=O)(=O)(O)O.[N+:22]([O-])([OH:24])=[O:23]>[Cl-].[Na+].O>[CH3:13][O:12][C:11]1[C:10]([N+:22]([O-:24])=[O:23])=[C:6]2[C:5](=[CH:4][C:3]=1[O:2][CH3:1])[C:14](=[O:15])[O:16][C:7]2=[O:9] |f:3.4.5|. Procedure details: 4,5-Dimethoxy-phthalic acid (1.0 g) was cooled in ice-water bath. A cooled mixture of sulfuric acid (3.0 ml) and fuming nitric acid (3.0 ml) was added dropwise. The mixture was stirred for 10 minutes and left standing for 10 minutes. A mixture of brine and ice was added (1:1). The solid was filtered off, washed with water and recrystallized from ethanol. The reactants are N1-(1-cyanocyclopropyl)-N2-{(1S)-2,2,2-trifluoro-1-[4′-(methylsulfonyl)-1,1%-biphenyl-4-yl]ethyl}-L-norvalinamide, B(C=1C=CC(=CC1)C)(O)O (p-tolylboronic acid), BrC1=CC=C(C=C1)[C@@H](C(F)(F)F)N[C@@H](CCC)C(=O)NC1(CC1)C#N (N2-[(1S)-1-(4-bromophenyl)-2,2,2-trifluoroethyl]-N1-(1-cyanocyclopropyl)-L-norvalinamide). Reagents/catalysts: Cl[Pd]Cl.C1(=CC=CC=C1)P([C-]1C=CC=C1)C1=CC=CC=C1.[C-]1(C=CC=C1)P(C1=CC=CC=C1)C1=CC=CC=C1.[Fe+2] ([1,1′-bis(diphenylphosphino)ferrocene]-dichloropalladium(II)). Product: C(#N)C1(CC1)NC([C@H](CCC)N[C@H](C(F)(F)F)C1=CC=C(C=C1)C1=CC=C(C=C1)C)=O ((2S)-2-[(1S)-2,2,2-trifluoro-1-(4′-methylbiphenyl-4-yl)-ethylamino]-pentanoic acid (1-cyanocyclopropyl)-amide). As a reaction SMILES: B(O)(O)[C:2]1[CH:3]=[CH:4][C:5]([CH3:8])=[CH:6][CH:7]=1.Br[C:12]1[CH:17]=[CH:16][C:15]([C@H:18]([NH:23][C@H:24]([C:28]([NH:30][C:31]2([C:34]#[N:35])[CH2:33][CH2:32]2)=[O:29])[CH2:25][CH2:26][CH3:27])[C:19]([F:22])([F:21])[F:20])=[CH:14][CH:13]=1>Cl[Pd]Cl.C1(P(C2C=CC=CC=2)[C-]2C=CC=C2)C=CC=CC=1.[C-]1(P(C2C=CC=CC=2)C2C=CC=CC=2)C=CC=C1.[Fe+2]>[C:34]([C:31]1([NH:30][C:28](=[O:29])[C@@H:24]([NH:23][C@@H:18]([C:15]2[CH:16]=[CH:17][C:12]([C:2]3[CH:7]=[CH:6][C:5]([CH3:8])=[CH:4][CH:3]=3)=[CH:13][CH:14]=2)[C:19]([F:22])([F:21])[F:20])[CH2:25][CH2:26][CH3:27])[CH2:33][CH2:32]1)#[N:35] |f:2.3.4.5|. Procedure: The title compound was synthesized in similar manner to that described for N1-(1-cyanocyclopropyl)-N2-{(1S)-2,2,2-trifluoro-1-[4′-(methylsulfonyl)-1,1%-biphenyl-4-yl]ethyl}-L-norvalinamide via Suzuki cross-coupling between p-tolylboronic acid and N2-[(1S)-1-(4-bromophenyl)-2,2,2-trifluoroethyl]-N1-(1-cyanocyclopropyl)-L-norvalinamide in the presence of [1,1′-bis(diphenylphosphino)ferrocene]-dichloropalladium(II), dichloromethane complex. MS (+ESI): 430 [M+1]+ Starting materials: C(C#C)Br (propargyl bromide), C(C)(=O)O (acetic acid), CC(C)([O-])C.[K+] (potassium tert.-butoxide), C1=CC=CC=2NC(C3=C(C(C21)=O)C=CC=C3)=O (5H-dibenz[b,e]azepine-6,11-dione). Run in CN(C=O)C (dimethylformamide), O (water). Run at time 30 minute. Yields the product C(C#C)N1C2=C(C(C3=C(C1=O)C=CC=C3)=O)C=CC=C2 (5-(2-propynyl)-5H-dibenz[b,e]azepine-6,11-dione). As a reaction SMILES: [CH3:1][C:2](C)([O-])[CH3:3].[K+].[CH:7]1[C:17]2[C:16](=[O:18])[C:15]3[CH:19]=[CH:20][CH:21]=[CH:22][C:14]=3[C:13](=[O:23])[NH:12][C:11]=2[CH:10]=[CH:9][CH:8]=1.C(Br)C#C.C(O)(=O)C>CN(C)C=O.O>[CH2:3]([N:12]1[C:13](=[O:23])[C:14]2[CH:22]=[CH:21][CH:20]=[CH:19][C:15]=2[C:16](=[O:18])[C:17]2[CH:7]=[CH:8][CH:9]=[CH:10][C:11]1=2)[C:2]#[CH:1] |f:0.1|. Procedure details: potassium tert.-butoxide, 2.5 g, was added to a suspension of 4.5 g of 5H-dibenz[b,e]azepine-6,11-dione in 50 ml of dimethylformamide. After stirring under nitrogen for 30 minutes, 2 ml of propargyl bromide was added and stirring was continued for I hour at room temperature. The reaction mixture was acidified with acetic acid and diluted with water. The precipitate was filtered off and sucked dry. The solids were dissolved in methylene chloride. The solution was dried and evaporated and the resi...